This data is from the Open Reaction Database (ORD), a public repository of structured organic reaction records. The task is: describe an organic reaction: reactants, conditions, products, and yield Reactants: CC(=O)OC(C)=O, CS(C)=O, O, CC(O)c1ccc(CCOc2ccc(CC3SC(=O)NC3=O)cc2)nc1. Yields the product CC(=O)c1ccc(CCOc2ccc(CC3SC(=O)NC3=O)cc2)nc1. As a reaction SMILES: [CH3:1][C:2]([O:3][C:4](=[O:5])[CH3:6])=[O:7].[CH3:35][S:36](=[O:37])[CH3:38].[OH2:34].[OH:8][CH:9]([CH3:10])[c:11]1[cH:12][cH:13][c:14]([CH2:17][CH2:18][O:19][c:20]2[cH:21][cH:22][c:23]([CH2:24][CH:25]3[C:26](=[O:31])[NH:27][C:28](=[O:30])[S:29]3)[cH:32][cH:33]2)[n:15][cH:16]1>>[O:8]=[C:9]([CH3:10])[c:11]1[cH:12][cH:13][c:14]([CH2:17][CH2:18][O:19][c:20]2[cH:21][cH:22][c:23]([CH2:24][CH:25]3[C:26](=[O:31])[NH:27][C:28](=[O:30])[S:29]3)[cH:32][cH:33]2)[n:15][cH:16]1.